Dataset: the Open Reaction Database (ORD), a public repository of structured organic reaction records. Task: describe an organic reaction: reactants, conditions, products, and yield Procedure details: A mixture of 2-(4-hydroxypiperidin-1-yl)pyrimidine-5-carbonitrile (2 g, 9.79 mmol), sodium azide (0.955 g, 14.69 mmol) and ammonium chloride (1.048 g, 19.59 mmol) in DMF (24.48 mL) was heated at 130° C. for 1 h. The mixture was cooled to RT, diluted with 1N NaOH (5 mL), washed Et2O (2×10) mL. The aqueous layer was acidified to pH about 1 with 2 N HCl and placed in the refrigerator for 1 h. The solid was filtered and washed with water followed by Et2O. The solid was dried under high vacuum to aff... Conditions: temperature 130 celsius, time 1 hour. The product is N1N=NN=C1C=1C=NC(=NC1)N1CCC(CC1)O (1-[5-(1H-Tetrazol-5-yl)pyrimidin-2-yl]piperidin-4-ol). The reactants are OC1CCN(CC1)C1=NC=C(C=N1)C#N (2-(4-hydroxypiperidin-1-yl)pyrimidine-5-carbonitrile), [N-]=[N+]=[N-].[Na+] (sodium azide), [Cl-].[NH4+] (ammonium chloride). Run in CN(C)C=O (DMF), [OH-].[Na+] (NaOH). As a reaction SMILES: [OH:1][CH:2]1[CH2:7][CH2:6][N:5]([C:8]2[N:13]=[CH:12][C:11]([C:14]#[N:15])=[CH:10][N:9]=2)[CH2:4][CH2:3]1.[N-:16]=[N+:17]=[N-:18].[Na+].[Cl-].[NH4+]>CN(C=O)C.[OH-].[Na+]>[NH:16]1[C:14]([C:11]2[CH:10]=[N:9][C:8]([N:5]3[CH2:6][CH2:7][CH:2]([OH:1])[CH2:3][CH2:4]3)=[N:13][CH:12]=2)=[N:15][N:18]=[N:17]1 |f:1.2,3.4,6.7|.